The task is: describe an organic reaction: reactants, conditions, products, and yield. This data is from the Open Reaction Database (ORD), a public repository of structured organic reaction records. The reactants are NC=1C(N(C(N(C1N)CC)=O)CC#C)=O (5,6-diamino-1-ethyl-3-propargyluracil), COC=1C=C(C=CC1OC)C#CC(=O)O (3,4-dimethoxyphenylacetylencarboxylic acid), C(CCl)Cl (EDC), Cl.CN(CCCN=C=NCC)C (1-(3-dimethylaminopropyl)-3-ethyl-carbodiimid hydrochloride). The solvent is CO (methanol). Reaction conditions: time 2 hour. Yields the product NC1=C(C(N(C(N1CC)=O)CC#C)=O)NC(C#CC1=CC(=C(C=C1)OC)OC)=O (3-(3,4-Dimethoxyphenyl)propynoic acid (6-amino-1-ethyl-3-prop-2-ynyl-2,4-dioxo-1,2,3,4-tetrahydropyrimidin-5-yl) amide). RXN SMILES: [NH2:1][C:2]1[C:3](=[O:15])[N:4]([CH2:12][C:13]#[CH:14])[C:5](=[O:11])[N:6]([CH2:9][CH3:10])[C:7]=1[NH2:8].[CH3:16][O:17][C:18]1[CH:19]=[C:20]([C:26]#[C:27][C:28](O)=[O:29])[CH:21]=[CH:22][C:23]=1[O:24][CH3:25].C(Cl)CCl.Cl.CN(C)CCCN=C=NCC>CO>[NH2:8][C:7]1[N:6]([CH2:9][CH3:10])[C:5](=[O:11])[N:4]([CH2:12][C:13]#[CH:14])[C:3](=[O:15])[C:2]=1[NH:1][C:28](=[O:29])[C:27]#[C:26][C:20]1[CH:21]=[CH:22][C:23]([O:24][CH3:25])=[C:18]([O:17][CH3:16])[CH:19]=1 |f:3.4|. Procedure details: A mixture of the 5,6-diamino-1-ethyl-3-propargyluracil (4.2 g, 20 mmol), 3,4-dimethoxyphenylacetylencarboxylic acid (4.2 g, 20 mmol) and EDC ((1-(3-dimethylaminopropyl)-3-ethyl-carbodiimid hydrochloride; 4.2 g, 22 mmol) in methanol (100 ml) was stirred at room temperature for 2 h. The colorless product was precipitated by adding water (ca. 150 ml), filtered under reduced pressure, washed thoroughly with ether (TLC-control indicated the purity of the product; eluent: dichloromethane/methanol 9:1)... Starting materials: CCCCCCC1CCC(C(=O)Oc2ccc(C(=O)Cl)cc2)CC1, CCCCCCc1cnc(O)nc1, Cc1ccccc1, O, c1ccncc1. The product is CCCCCCc1cnc(OC(=O)c2ccc(OC(=O)C3CCC(CCCCCC)CC3)cc2)nc1. Reaction SMILES: [CH2:1]([CH2:2][CH2:3][CH2:4][CH2:5][CH3:6])[CH:7]1[CH2:8][CH2:9][CH:10]([C:13](=[O:14])[O:15][c:16]2[cH:17][cH:18][c:19]([C:20](=[O:21])[Cl:22])[cH:23][cH:24]2)[CH2:11][CH2:12]1.[CH2:25]([CH2:26][CH2:27][CH2:28][CH2:29][CH3:30])[c:31]1[cH:32][n:33][c:34]([OH:37])[n:35][cH:36]1.[CH3:39][c:40]1[cH:41][cH:42][cH:43][cH:44][cH:45]1.[OH2:38].[cH:46]1[cH:47][cH:48][n:49][cH:50][cH:51]1>>[CH2:1]([CH2:2][CH2:3][CH2:4][CH2:5][CH3:6])[CH:7]1[CH2:8][CH2:9][CH:10]([C:13](=[O:14])[O:15][c:16]2[cH:17][cH:18][c:19]([C:20](=[O:21])[O:37][c:34]3[n:33][cH:32][c:31]([CH2:25][CH2:26][CH2:27][CH2:28][CH2:29][CH3:30])[cH:36][n:35]3)[cH:23][cH:24]2)[CH2:11][CH2:12]1. The reactants are C(=S)N (Thioformamide), ClC(C(=O)OCC)C(=O)C (ethyl 2-chloroacetoacetate), C([O-])([O-])=O.[Mg+2] (magnesium carbonate). Run in O1CCOCC1 (dioxane). Run at temperature 110 celsius. The product is CC=1N=CSC1C(=O)OCC (4-methyl-5-(ethoxycarbonyl)thiazole). Reaction SMILES: [CH:1]([NH2:3])=[S:2].Cl[CH:5]([C:11]([CH3:13])=O)[C:6]([O:8][CH2:9][CH3:10])=[O:7].C(=O)([O-])[O-].[Mg+2]>O1CCOCC1>[CH3:13][C:11]1[N:3]=[CH:1][S:2][C:5]=1[C:6]([O:8][CH2:9][CH3:10])=[O:7] |f:2.3|. Reported procedure: Thioformamide (7.5 g, 122.72 mmol), ethyl 2-chloroacetoacetate (16.4 g, 99.52 mmol) and magnesium carbonate (20 g, 237.22 mmoL) were taken dioxane (100 mL) and heated at 110° C. for 4 hrs. The reaction mixture was cooled to room temperature and filtered to remove magnesium carbonate. The solvent was evaporated to dryness and the residue was taken in ether (200 mL) and washed successively with 0.5 M NaOH solution (200 mL×2) and saturated brine solution (100 mL) and dried over Na2SO4. It was filte... Yield: 94.9%. Yields the product C(C(=O)O)(=O)O.CC1=CC=C(CN2CCN(CC2)C=2CN(C=3N(C2)C=CC3)C3=CC=CC=C3)C=C1 (3-[4-(4-Methylbenzyl)-1-piperazinyl]-1-phenylpyrrolo[1,2-a]pyrimidine oxalate). Reported procedure: A solution of 3-phenyl-3-(2-pyrimidinyl)propenal (1.25 g) in tetrahydrofuran (125 cc) is added to 4-(4-methylbenzyl)piperazine (11.2 g). The solution is stirred and heated to a temperature in the region of 65° C. for 3 hours. After being coiled to a temperature in the region of 20° C., the reaction mixture is concentrated to dryness under reduced pressure (20 mm Hg; 2.7 kPa) at 40° C. The residue obtained is dissolved in ethyl acetate (10 cc) and the solution obtained is poured onto silica (25 g... Run at temperature 65 celsius. The reactants are C(C(=O)O)(=O)O (Oxalic acid), C1(=CC=CC=C1)C(=CC=O)C1=NC=CC=N1 (3-phenyl-3-(2-pyrimidinyl)propenal), CC1=CC=C(CN2CCNCC2)C=C1 (4-(4-methylbenzyl)piperazine). The solvent is C(C)C(=O)C (methyl ethyl ketone), C(C)(=O)OCC (ethyl acetate), O1CCCC1 (tetrahydrofuran), C(C)C(=O)C (methyl ethyl ketone). RXN SMILES: C1([C:7]([C:11]2[N:16]=[CH:15][CH:14]=[CH:13][N:12]=2)=[CH:8][CH:9]=O)C=CC=CC=1.[CH3:17][C:18]1[CH:30]=[CH:29][C:21]([CH2:22][N:23]2[CH2:28][CH2:27][NH:26][CH2:25][CH2:24]2)=[CH:20][CH:19]=1.[C:31]([OH:36])(=[O:35])[C:32]([OH:34])=[O:33]>O1CCCC1.C(OCC)(=O)C.C(C(C)=O)C>[C:31]([OH:36])(=[O:35])[C:32]([OH:34])=[O:33].[CH3:17][C:18]1[CH:19]=[CH:20][C:21]([CH2:22][N:23]2[CH2:28][CH2:27][N:26]([C:14]3[CH2:15][N:16]([C:32]4[CH:31]=[CH:9][CH:8]=[CH:7][CH:11]=4)[C:11]4[N:12]([CH:9]=[CH:8][CH:7]=4)[CH:13]=3)[CH2:25][CH2:24]2)=[CH:29][CH:30]=1 |f:6.7|. As a reaction SMILES: [F:1][C:2]([F:18])([F:17])[O:3][C:4]1[CH:9]=[CH:8][CH:7]=[CH:6][C:5]=1[C:10]1[O:14][C:13]([CH:15]=O)=[CH:12][CH:11]=1.[CH3:19][CH:20]([CH3:36])[C:21]([NH:23][C:24]1[CH:29]=[CH:28][CH:27]=[C:26]([CH:30]2[CH2:35][CH2:34][NH:33][CH2:32][CH2:31]2)[CH:25]=1)=[O:22]>>[CH3:19][CH:20]([CH3:36])[C:21]([NH:23][C:24]1[CH:29]=[CH:28][CH:27]=[C:26]([CH:30]2[CH2:35][CH2:34][N:33]([CH2:15][C:13]3[O:14][C:10]([C:5]4[CH:6]=[CH:7][CH:8]=[CH:9][C:4]=4[O:3][C:2]([F:1])([F:17])[F:18])=[CH:11][CH:12]=3)[CH2:32][CH2:31]2)[CH:25]=1)=[O:22]. Yields the product CC(C(=O)NC1=CC(=CC=C1)C1CCN(CC1)CC=1OC(=CC1)C1=C(C=CC=C1)OC(F)(F)F)C (2-METHYL-N-{3-[1-({5-[2-(TRIFLUOROMETHOXY)PHENYL]-2-FURYL}METHYL)-4-PIPERIDINYL]PHENYL}PROPANAMIDE). Starting materials: FC(OC1=C(C=CC=C1)C1=CC=C(O1)C=O)(F)F (5-[2-(trifluoromethoxy)phenyl]-2-furaldehyde), CC(C(=O)NC1=CC(=CC=C1)C1CCNCC1)C (2-methyl-N-[3-(4-piperidinyl)phenyl]propanamide). Procedure: Prepared by Procedure F and Scheme R using 5-[2-(trifluoromethoxy)phenyl]-2-furaldehyde and 2-methyl-N-[3-(4-piperidinyl)phenyl]propanamide: ESMS m/e: 487.1 (M+H)+. RXN SMILES: [C:1]([CH3:2])([CH3:3])([CH3:4])[O:5][C:6](=[O:7])[N:8]1[CH2:9][CH:10]([O:13][c:14]2[cH:15][cH:16][c:17]([CH:20]([C:21](=[O:22])[O:23][CH3:24])[CH2:25][c:26]3[nH:27][c:28]4[cH:29][cH:30][c:31]([C:35]#[N:36])[cH:32][c:33]4[cH:34]3)[cH:18][cH:19]2)[CH2:11][CH2:12]1.[C:46]([O:47][CH2:48][CH3:49])(=[O:50])[CH3:51].[CH3:39][I:40].[CH3:41][N:42]([CH3:43])[CH:44]=[O:45].[H-:37].[Na+:38].[c:52]1([CH3:53])[cH:54][cH:55][cH:56][cH:57][cH:58]1>>[C:1]([CH3:2])([CH3:3])([CH3:4])[O:5][C:6](=[O:7])[N:8]1[CH2:9][CH:10]([O:13][c:14]2[cH:15][cH:16][c:17]([CH:20]([C:21](=[O:22])[O:23][CH3:24])[CH2:25][c:26]3[n:27]([CH3:39])[c:28]4[cH:29][cH:30][c:31]([C:35]#[N:36])[cH:32][c:33]4[cH:34]3)[cH:18][cH:19]2)[CH2:11][CH2:12]1. The reactants are COC(=O)C(Cc1cc2cc(C#N)ccc2[nH]1)c1ccc(OC2CCN(C(=O)OC(C)(C)C)C2)cc1, CCOC(C)=O, CI, CN(C)C=O, [H-], [Na+], Cc1ccccc1. The product is COC(=O)C(Cc1cc2cc(C#N)ccc2n1C)c1ccc(OC2CCN(C(=O)OC(C)(C)C)C2)cc1. Reactants: ClCCCC(=O)NC[C@H](CO)NC(OCC1=CC=CC=C1)=O ((R)-benzyl 1-(4-chlorobutanamido)-3-hydroxypropan-2-ylcarbamate), [H-].[Na+] (NaH). Run in CN(C)C=O (DMF). Run at time 4 hour. Yields the product OC[C@@H](CN1C(CCC1)=O)NC(OCC1=CC=CC=C1)=O ((R)-benzyl 1-hydroxy-3-(2-oxopyrrolidin-1-yl)propan-2-ylcarbamate). Isolated yield 31.6%. Reaction SMILES: Cl[CH2:2][CH2:3][CH2:4][C:5]([NH:7][CH2:8][C@@H:9]([NH:12][C:13](=[O:22])[O:14][CH2:15][C:16]1[CH:21]=[CH:20][CH:19]=[CH:18][CH:17]=1)[CH2:10][OH:11])=[O:6].[H-].[Na+]>CN(C=O)C>[OH:11][CH2:10][C@H:9]([NH:12][C:13](=[O:22])[O:14][CH2:15][C:16]1[CH:21]=[CH:20][CH:19]=[CH:18][CH:17]=1)[CH2:8][N:7]1[CH2:2][CH2:3][CH2:4][C:5]1=[O:6] |f:1.2|. Procedure: A solution of (R)-benzyl 1-(4-chlorobutanamido)-3-hydroxypropan-2-ylcarbamate (3.9 g, 11.9 mmol) in DMF was cooled to 0° C., followed by the addition of NaH (0.72 g, 17.9 mmol). The mixture was stirred at rt for 4 h. DMF was removed under high vacuum, and the residue was taken up in EtOAc, washed with 1 N HCl, saturated NaHCO3, NaCl, dried over Na2SO4, and concentrated to give the crude product, which was purified by column chromatography to give (R)-benzyl 1-hydroxy-3-(2-oxopyrrolidin-1-yl)prop...